Dataset: the Open Reaction Database (ORD), a public repository of structured organic reaction records. Task: describe an organic reaction: reactants, conditions, products, and yield The reactants are BrC=1C=C2C(=NC1)N(C(=N2)C2=C(C=CC=C2)SCC)C (6-bromo-2-(2-ethylsulfanylphenyl)-3-methyl-3H-imidazo[4,5-b]pyridine), O1CCOCC1 (1,4-dioxane), FC=1C=C(C=CC1)B(O)O (3-fluorophenylboronic acid), C([O-])([O-])=O.[Na+].[Na+] (sodium carbonate). The reagents and catalysts are C1=CC=C(C=C1)P([C-]2C=CC=C2)C3=CC=CC=C3.C1=CC=C(C=C1)P([C-]2C=CC=C2)C3=CC=CC=C3.Cl[Pd]Cl.[Fe+2] (dichloro[1,1′-bis(diphenylphosphino)ferrocene]palladium(II)). Run in O (water). Reaction conditions: temperature 80 celsius. The product is C(C)SC1=C(C=CC=C1)C1=NC=2C(=NC=C(C2)C2=CC(=CC=C2)F)N1C (2-(2-ethylsulfanylphenyl)-6-(3-fluorophenyl)-3-methyl-3H-imidazo[4,5-b]pyridine). Yield: 65.7%. RXN SMILES: Br[C:2]1[CH:3]=[C:4]2[N:10]=[C:9]([C:11]3[CH:16]=[CH:15][CH:14]=[CH:13][C:12]=3[S:17][CH2:18][CH3:19])[N:8]([CH3:20])[C:5]2=[N:6][CH:7]=1.O1CCOCC1.[F:27][C:28]1[CH:29]=[C:30](B(O)O)[CH:31]=[CH:32][CH:33]=1.C(=O)([O-])[O-].[Na+].[Na+]>C1C=CC(P(C2C=CC=CC=2)[C-]2C=CC=C2)=CC=1.C1C=CC(P(C2C=CC=CC=2)[C-]2C=CC=C2)=CC=1.Cl[Pd]Cl.[Fe+2].O>[CH2:18]([S:17][C:12]1[CH:13]=[CH:14][CH:15]=[CH:16][C:11]=1[C:9]1[N:8]([CH3:20])[C:5]2=[N:6][CH:7]=[C:2]([C:32]3[CH:31]=[CH:30][CH:29]=[C:28]([F:27])[CH:33]=3)[CH:3]=[C:4]2[N:10]=1)[CH3:19] |f:3.4.5,6.7.8.9|. Procedure details: To a mixture of 6-bromo-2-(2-ethylsulfanylphenyl)-3-methyl-3H-imidazo[4,5-b]pyridine (350 mg) and 1,4-dioxane (5 ml), 3-fluorophenylboronic acid (150 mg), sodium carbonate (320 mg), and dichloro[1,1′-bis(diphenylphosphino)ferrocene]palladium(II) (22 mg) were sequentially added. The mixture was heated to 80° C., and stirred with heating for 8 hours. Into the mixture cooled to room temperature, water was poured, and extracted with ethyl acetate. The organic layer was dried over sodium sulfate, and...